This data is from the Open Reaction Database (ORD), a public repository of structured organic reaction records. The task is: describe an organic reaction: reactants, conditions, products, and yield Starting materials: N(=[N+]=[N-])C[C@H]1CCCC2=C(O1)C(=CC=C2)C2=C(C=CC=C2Cl)Cl ((2R)-2-azidomethyl-9-(2,6-dichloro-phenyl)-2,3,4,5-tetrahydro-benzo[b]oxepine), C1(=CC=CC=C1)P(C1=CC=CC=C1)C1=CC=CC=C1 (triphenylphosphine). Run in O1CCCC1 (tetrahydrofuran), O (water). Run at time 20 hour. The product is ClC1=C(C(=CC=C1)Cl)C1=CC=CC=2CCC[C@@H](OC21)CN ({[(2R)-9-(2,6-dichlorophenyl)-2,3,4,5-tetrahydro-1-benzoxepin-2-yl]methyl}amine). Isolated yield 80.6%. RXN SMILES: [N:1]([CH2:4][C@@H:5]1[O:11][C:10]2[C:12]([C:16]3[C:21]([Cl:22])=[CH:20][CH:19]=[CH:18][C:17]=3[Cl:23])=[CH:13][CH:14]=[CH:15][C:9]=2[CH2:8][CH2:7][CH2:6]1)=[N+]=[N-].C1(P(C2C=CC=CC=2)C2C=CC=CC=2)C=CC=CC=1>O1CCCC1.O>[Cl:23][C:17]1[CH:18]=[CH:19][CH:20]=[C:21]([Cl:22])[C:16]=1[C:12]1[C:10]2[O:11][C@@H:5]([CH2:4][NH2:1])[CH2:6][CH2:7][CH2:8][C:9]=2[CH:15]=[CH:14][CH:13]=1. Procedure: To a solution of (2R)-2-azidomethyl-9-(2,6-dichloro-phenyl)-2,3,4,5-tetrahydro-benzo[b]oxepine (0.24 g, 0.689 mmol) in tetrahydrofuran (10 mL) and water (1 mL) was added polymer-bound triphenylphosphine (˜3 mmol/g, 0.69 g, 2.068 mmol) and the reaction mixture stirred at room temperature for 20 hours. The brown suspension was then filtered through celite, the filter cake washed with ethyl acetate (50 mL) and the combined filtrates concentrated under reduced pressure to afford a yellow syrup. Puri... Starting materials: COC(C(CC1=CC=C(C=C1)OCCC1N(C(N(C1)CC1=CC=C(C=C1)C(F)(F)F)=O)C)(C)C)=O (2,2-Dimethyl-3-(4-{2-[3-methyl-2-oxo-1-(4-trifluoromethyl-benzyl)-imidazolidin-4-yl]-ethoxy}-phenyl)-propionic acid methyl ester), [OH-].[Na+] (NaOH), Cl (HCl). Solvent: CO (methanol). Reaction conditions: time 20 hour. Product: CC(C(=O)O)(CC1=CC=C(C=C1)OCCC1N(C(N(C1)CC1=CC=C(C=C1)C(F)(F)F)=O)C)C (2,2-Dimethyl-3-(4-{2-[3-methyl-2-oxo-1-(4-trifluoromethyl-benzyl)-imidazolidin-4-yl]-ethoxy}-phenyl)-propionic acid). Reaction SMILES: C[O:2][C:3](=[O:35])[C:4]([CH3:34])([CH3:33])[CH2:5][C:6]1[CH:11]=[CH:10][C:9]([O:12][CH2:13][CH2:14][CH:15]2[CH2:19][N:18]([CH2:20][C:21]3[CH:26]=[CH:25][C:24]([C:27]([F:30])([F:29])[F:28])=[CH:23][CH:22]=3)[C:17](=[O:31])[N:16]2[CH3:32])=[CH:8][CH:7]=1.[OH-].[Na+].Cl>CO>[CH3:33][C:4]([CH3:34])([CH2:5][C:6]1[CH:7]=[CH:8][C:9]([O:12][CH2:13][CH2:14][CH:15]2[CH2:19][N:18]([CH2:20][C:21]3[CH:22]=[CH:23][C:24]([C:27]([F:28])([F:30])[F:29])=[CH:25][CH:26]=3)[C:17](=[O:31])[N:16]2[CH3:32])=[CH:10][CH:11]=1)[C:3]([OH:35])=[O:2] |f:1.2|. Reported procedure: To a solution of the ester obtained from Step A (66 mg, 0.13 mmol) in methanol (1.5 ml) is added 5N NaOH (0.3 ml, 1.5 mmol), and the mixture stirred for 20 hours at ambient temperature. The mixture is poured into 1N HCl (20 ml), then extracted with ethyl acetate (2×15 ml). The combined ethyl acetate extracts were washed with water, brine, dried (Na2SO4), and concentrated to a foam (62 mg, 97%.